Task: describe an organic reaction: reactants, conditions, products, and yield. Dataset: the Open Reaction Database (ORD), a public repository of structured organic reaction records Starting materials: C#Cc1ccc(C(=O)N(C)C)cc1, CCOC(=O)c1cccc(C#Cc2ccc3c(c2)OCC(C)(C)CO3)c1, CC1(C)COc2ccc(I)cc2OC1. Yields the product CN(C)C(=O)c1ccc(C#Cc2ccc3c(c2)OCC(C)(C)CO3)cc1. Reaction SMILES: [C:27](#[CH:28])[c:29]1[cH:30][cH:31][c:32]([C:33](=[O:34])[N:35]([CH3:36])[CH3:37])[cH:38][cH:39]1.[CH2:1]([O:2][C:3](=[O:4])[c:5]1[cH:6][cH:7][cH:8][c:9]([C:10]#[C:11][c:13]2[cH:14][c:15]3[c:16]([cH:24][cH:25]2)[O:17][CH2:18][C:19]([CH3:22])([CH3:23])[CH2:20][O:21]3)[cH:12]1)[CH3:26].[I:40][c:41]1[cH:42][cH:43][c:44]2[c:52]([cH:53]1)[O:51][CH2:50][C:47]([CH3:48])([CH3:49])[CH2:46][O:45]2>>[c:13]1([C:28]#[C:27][c:29]2[cH:30][cH:31][c:32]([C:33](=[O:34])[N:35]([CH3:36])[CH3:37])[cH:38][cH:39]2)[cH:14][c:15]2[c:16]([cH:24][cH:25]1)[O:17][CH2:18][C:19]([CH3:22])([CH3:23])[CH2:20][O:21]2. The reactants are CC(=O)[O-], CC(=O)[O-], CCOCC, ClCCl, Cl, Cc1cc(I)ncc1[N+](=O)[O-], [Na+], [OH-], [Pd+2]. The product is Cc1cc(I)ncc1N. Reaction SMILES: [C:23]([O-:24])(=[O:25])[CH3:26].[C:28]([O-:29])(=[O:30])[CH3:31].[CH3:15][CH2:16][O:17][CH2:18][CH3:19].[Cl:20][CH2:21][Cl:22].[ClH:14].[I:1][c:2]1[n:3][cH:4][c:5]([N+:9]([O-:10])=[O:11])[c:6]([CH3:8])[cH:7]1.[Na+:13].[OH-:12].[Pd+2:27]>>[I:1][c:2]1[n:3][cH:4][c:5]([NH2:9])[c:6]([CH3:8])[cH:7]1. Reactants: C(C#C)N1CCC(CC1)O (1-Propargylpiperidin-4-ol), IC1=CC=C(C=C1)\C(=C/COC1=CC(=C(OCC(=O)OC)C=C1)C)\C1=CC=C(C=C1)SC(F)(F)F (methyl (Z)-[4-[3-(4-iodophenyl)-3-[4-(trifluoromethyl-sulfanyl)phenyl]allyloxy]-2-methylphenoxy]-acetate), C(C)(C)NC(C)C (diisopropylamine). The reagents and catalysts are [Cu]I (copper(I) iodide), Cl[Pd]([P](C1=CC=CC=C1)(C2=CC=CC=C2)C3=CC=CC=C3)([P](C4=CC=CC=C4)(C5=CC=CC=C5)C6=CC=CC=C6)Cl (bis(triphenylphosphine)palladium(II) dichloride). Run in O1CCCC1 (tetrahydrofuran). Reaction conditions: time 20 hour. The product is OC1CCN(CC1)CC#CC1=CC=C(C=C1)\C(=C/COC1=CC(=C(OCC(=O)OC)C=C1)C)\C1=CC=C(C=C1)SC(F)(F)F (methyl (E)-[4-[3-[4-[3-(4-hydroxypiperidin-1-yl)propynyl]phenyl]-3-[4-(trifluoromethylsulfanyl)phenyl]-allyloxy]-2-methylphenoxy]acetate). Reaction SMILES: [CH2:1]([N:4]1[CH2:9][CH2:8][CH:7]([OH:10])[CH2:6][CH2:5]1)[C:2]#[CH:3].I[C:12]1[CH:17]=[CH:16][C:15](/[C:18](/[C:35]2[CH:40]=[CH:39][C:38]([S:41][C:42]([F:45])([F:44])[F:43])=[CH:37][CH:36]=2)=[CH:19]\[CH2:20][O:21][C:22]2[CH:33]=[CH:32][C:25]([O:26][CH2:27][C:28]([O:30][CH3:31])=[O:29])=[C:24]([CH3:34])[CH:23]=2)=[CH:14][CH:13]=1.C(NC(C)C)(C)C>O1CCCC1.[Cu]I.Cl[Pd](Cl)([P](C1C=CC=CC=1)(C1C=CC=CC=1)C1C=CC=CC=1)[P](C1C=CC=CC=1)(C1C=CC=CC=1)C1C=CC=CC=1>[OH:10][CH:7]1[CH2:8][CH2:9][N:4]([CH2:1][C:2]#[C:3][C:12]2[CH:13]=[CH:14][C:15](/[C:18](/[C:35]3[CH:36]=[CH:37][C:38]([S:41][C:42]([F:44])([F:43])[F:45])=[CH:39][CH:40]=3)=[CH:19]\[CH2:20][O:21][C:22]3[CH:33]=[CH:32][C:25]([O:26][CH2:27][C:28]([O:30][CH3:31])=[O:29])=[C:24]([CH3:34])[CH:23]=3)=[CH:16][CH:17]=2)[CH2:5][CH2:6]1 |^1:62,81|. Procedure details: 1-Propargylpiperidin-4-ol (154 mg, 1.10 mmol) was added to a solution of methyl (Z)-[4-[3-(4-iodophenyl)-3-[4-(trifluoromethyl-sulfanyl)phenyl]allyloxy]-2-methylphenoxy]-acetate (340 mg, 0.553 mmol; prepared as described in example 56) and diisopropylamine (0.35 mL, 2.49 mmol) in tetrahydrofuran (9 mL). The mixture was degassed and copper(I) iodide (8.4 mg, 0.044 mmol) and bis(triphenylphosphine)palladium(II) dichloride (19.3 mg, 0.027 mmol) were added. The reaction mixture was stirred under arg... Reactants: CC(C)(C)c1ccc(O)c(C(C)(C)C)c1, COC(=O)C#CC(=O)OC. The product is COC(=O)C=C(Oc1ccc(C(C)(C)C)cc1C(C)(C)C)C(=O)OC. RXN SMILES: [C:1]([CH3:2])([CH3:3])([CH3:4])[c:5]1[c:6]([OH:15])[cH:7][cH:8][c:9]([C:11]([CH3:12])([CH3:13])[CH3:14])[cH:10]1.[CH3:16][O:17][C:18](=[O:19])[C:20]#[C:21][C:22](=[O:23])[O:24][CH3:25]>>[C:1]([CH3:2])([CH3:3])([CH3:4])[c:5]1[c:6]([O:15][C:20]([C:18]([O:17][CH3:16])=[O:19])=[CH:21][C:22](=[O:23])[O:24][CH3:25])[cH:7][cH:8][c:9]([C:11]([CH3:12])([CH3:13])[CH3:14])[cH:10]1. Starting materials: O=C1NC(=O)c2ccccc21, Cc1c(CBr)cccc1C(F)(F)C(F)(F)c1ccccc1, CN(C)C=O, ClC(Cl)Cl, [K]. Product: Cc1c(CN2C(=O)c3ccccc3C2=O)cccc1C(F)(F)C(F)(F)c1ccccc1. Reaction SMILES: [C:22]1(=[O:32])[c:23]2[c:24]([cH:28][cH:29][cH:30][cH:31]2)[C:25](=[O:27])[NH:26]1.[CH3:1][c:2]1[c:3]([CH2:4][Br:5])[cH:6][cH:7][cH:8][c:9]1[C:10]([C:11]([c:12]1[cH:13][cH:14][cH:15][cH:16][cH:17]1)([F:18])[F:19])([F:20])[F:21].[CH3:34][N:35]([CH3:36])[CH:37]=[O:38].[CH:39]([Cl:40])([Cl:41])[Cl:42].[K:33]>>[CH3:1][c:2]1[c:3]([CH2:4][N:26]2[C:22](=[O:32])[c:23]3[c:24]([cH:28][cH:29][cH:30][cH:31]3)[C:25]2=[O:27])[cH:6][cH:7][cH:8][c:9]1[C:10]([C:11]([c:12]1[cH:13][cH:14][cH:15][cH:16][cH:17]1)([F:18])[F:19])([F:20])[F:21]. The reactants are CN1N=C(C(=C1SC)C)C1=CC(=C(C=C1)OC(C)C)C (1,4-dimethyl-3-(4-isopropoxy-3-methyl-phenyl)-5-methylthio-1H-pyrazole), S(O)(O)(=O)=O (sulfuric acid). Solvent: ice water. Conditions: temperature 0 celsius. The product is CN1N=C(C(=C1SC)C)C1=CC(=C(C=C1)O)C (4-(1,4-dimethyl-5-methylthio-1H-pyrazol-3-yl)-2-methyl-phenol). Yield: 95.9%. Reaction SMILES: [CH3:1][N:2]1[C:6]([S:7][CH3:8])=[C:5]([CH3:9])[C:4]([C:10]2[CH:15]=[CH:14][C:13]([O:16]C(C)C)=[C:12]([CH3:20])[CH:11]=2)=[N:3]1.S(=O)(=O)(O)O>>[CH3:1][N:2]1[C:6]([S:7][CH3:8])=[C:5]([CH3:9])[C:4]([C:10]2[CH:15]=[CH:14][C:13]([OH:16])=[C:12]([CH3:20])[CH:11]=2)=[N:3]1. Procedure details: A mixture of 1,4-dimethyl-3-(4-isopropoxy-3-methyl-phenyl)-5-methylthio-1H-pyrazole (described in Reference Preparation example 104) 8.9 g and 30% aqueous sulfuric acid solution 120 ml was stirred with heating under reflux for twenty hours. The reaction mixture was cooled to 0° C. and thereto was added ice water 50 ml. The resulting precipitates were filtered and were washed with cool water and hexane, and were concentrated under reduced pressure to give 4-(1,4-dimethyl-5-methylthio-1H-pyrazol-3... Starting materials: [NH4+].[OH-] (NH4OH), C(=O)(OCC1=CC=CC=C1)N[C@H](CC1=CC=CC=C1)C(=O)O (N-Cbz-D-phenylalanine), C1=CC=C2C(=C1)N=NN2O.O (HOBt hydrate), C(CCl)Cl (EDC). The solvent is CCOC(=O)C (EtOAc), O (Water), CN(C)C=O (DMF). Run at time 40 minute. Yields the product NC([C@@H](CC1=CC=CC=C1)NC(OCC1=CC=CC=C1)=O)=O ((R)-benzyl 1-amino-1-oxo-3-phenylpropan-2-ylcarbamate). Isolated yield 91.3%. As a reaction SMILES: [C:1]([NH:11][C@@H:12]([C:20]([OH:22])=O)[CH2:13][C:14]1[CH:19]=[CH:18][CH:17]=[CH:16][CH:15]=1)([O:3][CH2:4][C:5]1[CH:10]=[CH:9][CH:8]=[CH:7][CH:6]=1)=[O:2].C1C=C2[N:29]=NN(O)C2=CC=1.O.C(Cl)CCl.[NH4+].[OH-]>CN(C=O)C.CCOC(C)=O.O>[NH2:29][C:20](=[O:22])[C@H:12]([NH:11][C:1](=[O:2])[O:3][CH2:4][C:5]1[CH:10]=[CH:9][CH:8]=[CH:7][CH:6]=1)[CH2:13][C:14]1[CH:19]=[CH:18][CH:17]=[CH:16][CH:15]=1 |f:1.2,4.5|. Reported procedure: To a solution of N-Cbz-D-phenylalanine (1.00 g, 3.34 mmol) and HOBt hydrate (0.614 g, 4.01 mmol) in DMF (9 mL), EDC (0.834 g, 4.34 mmol) was added. The mixture was stirred for 40 min. Then conc. NH4OH (1.00 mL, ˜14 mmol) was added. It was stirred for 72 h. Water and EtOAc were added. The organic phase was separated, washed with 5% NaHCO3, dried over Na2SO4, concentrated in vacuo to give (R)-benzyl 1-amino-1-oxo-3-phenylpropan-2-ylcarbamate as a solid (0.910 g).